Dataset: the Open Reaction Database (ORD), a public repository of structured organic reaction records. Task: describe an organic reaction: reactants, conditions, products, and yield The reactants are [Li+].C[Si](C)(C)[N-][Si](C)(C)C (LHMDS), COC(C1=C(C=C2CCCN(C2=N1)C(=O)OC1=CC=CC=C1)N1C=NC=C1)OC (phenyl 7-(dimethoxymethyl)-6-(1H-imidazol-1-yl)-3,4-dihydro-1,8-naphthyridine-1(2H)-carboxylate), COC(C1=C(C=C2CCCN(C2=N1)C(=O)OC1=CC=CC=C1)N1C=NC=C1)OC (phenyl 7-(dimethoxymethyl)-6-(1H-imidazol-1-yl)-3,4-dihydro-1,8-naphthyridine-1(2H)-carboxylate), NC1=NC=C(C#N)C(=C1)NCCOC (6-amino-4-((2-methoxyethyl)amino)nicotinonitrile), NC1=NC=C(C#N)C(=C1)NCCOC (6-amino-4-((2-methoxyethyl)amino)nicotinonitrile). The solvent is C1CCOC1 (THF). Reaction conditions: temperature -65 celsius, time 90 minute. The product is C(#N)C=1C(=CC(=NC1)NC(=O)N1CCCC2=CC(=C(N=C12)C(OC)OC)N1C=NC=C1)NCCOC (N-(5-cyano-4-((2-methoxyethyl)amino)pyridin-2-yl)-7-(dimethoxymethyl)-6-(1H-imidazol-1-yl)-3,4-dihydro-1,8-naphthyridine-1(2H)-carboxamide). RXN SMILES: [Li+].C[Si]([N-][Si](C)(C)C)(C)C.[CH3:11][O:12][CH:13]([O:38][CH3:39])[C:14]1[N:23]=[C:22]2[C:17]([CH2:18][CH2:19][CH2:20][N:21]2[C:24](OC2C=CC=CC=2)=[O:25])=[CH:16][C:15]=1[N:33]1[CH:37]=[CH:36][N:35]=[CH:34]1.[NH2:40][C:41]1[CH:48]=[C:47]([NH:49][CH2:50][CH2:51][O:52][CH3:53])[C:44]([C:45]#[N:46])=[CH:43][N:42]=1>C1COCC1>[C:45]([C:44]1[C:47]([NH:49][CH2:50][CH2:51][O:52][CH3:53])=[CH:48][C:41]([NH:40][C:24]([N:21]2[C:22]3[C:17](=[CH:16][C:15]([N:33]4[CH:37]=[CH:36][N:35]=[CH:34]4)=[C:14]([CH:13]([O:12][CH3:11])[O:38][CH3:39])[N:23]=3)[CH2:18][CH2:19][CH2:20]2)=[O:25])=[N:42][CH:43]=1)#[N:46] |f:0.1|. Procedure: A solution of LHMDS (1M in THF, 260 μL, 0.260 mmol) was added to suspension of phenyl 7-(dimethoxymethyl)-6-(1H-imidazol-1-yl)-3,4-dihydro-1,8-naphthyridine-1(2H)-carboxylate (intermediate 320, 49.7 mg, 0.126 mmol) and 6-amino-4-((2-methoxyethyl)amino)nicotinonitrile (intermediate 75, 25 mg, 0.130 mmol) in THF (1 ml) at −70° C. and the reaction mixture was stirred at −65° C. for 90 min. The reaction mixture was quenched with saturated aqueous NH4Cl and diluted with ethyl acetate and water. Layer... Starting materials: O (water), ( 10 ), OC1=C2C(=C(C=3C(C=C(C(C13)=O)OC)=O)O)C([C@]1(C2=O)CCC=2C=C3C=C(NC(C3=C(C21)O)=O)C=O)=O ((8S)-4′,9,9′-trihydroxy-6′-methoxy-1,1′,3′,5′,8′-pentaoxo-1,1′,2,3′,5′,6,7,8′-octahydrospiro[cyclopenta[g]isoquinoline-8,2′-cyclopenta[b]-naphthalene]-3-carbaldehyde), [Cl-].O[NH3+] (hydroxylammonium chloride), N1=CC=CC=C1 (pyridine). Solvent: CN(C)C=O (DMF). Run at time 2 hour. The product is OC1=C2C(=C(C=3C(C=C(C(C13)=O)OC)=O)O)C([C@]1(C2=O)CCC=2C=C3C=C(NC(C3=C(C21)O)=O)C=NO)=O ((8S)-4′,9,9′-trihydroxy-6′-methoxy-1,1′,3′,5′,8′-pentaoxo-1,1′,2,3′,5′,6,7,8′-octahydrospiro[cyclopenta[g]isoquinoline-8,2′-cyclopenta[b]-naphthalene]-3-carbaldehyde oxime). As a reaction SMILES: O[C:2]1[C:11]2[C:10](=[O:12])[C:9]([O:13][CH3:14])=[CH:8][C:7](=[O:15])[C:6]=2[C:5]([OH:16])=[C:4]2[C:17](=[O:37])[C@:18]3([C:32]4[C:31]([OH:33])=[C:30]5[C:25]([CH:26]=[C:27]([CH:35]=O)[NH:28][C:29]5=[O:34])=[CH:24][C:23]=4[CH2:22][CH2:21]3)[C:19](=[O:20])[C:3]=12.[Cl-].[OH:39][NH3+:40].N1C=CC=CC=1.[OH2:47]>CN(C=O)C>[OH:47][C:2]1[C:11]2[C:10](=[O:12])[C:9]([O:13][CH3:14])=[CH:8][C:7](=[O:15])[C:6]=2[C:5]([OH:16])=[C:4]2[C:17](=[O:37])[C@:18]3([C:32]4[C:31]([OH:33])=[C:30]5[C:25]([CH:26]=[C:27]([CH:35]=[N:40][OH:39])[NH:28][C:29]5=[O:34])=[CH:24][C:23]=4[CH2:22][CH2:21]3)[C:19](=[O:20])[C:3]=12 |f:1.2|. Procedure details: Ten (10) mg (19.4 μmol) fredericamycin aldehyde (4) are dissolved in 2 mL DMF. After addition of 3.1 mg (44.6 μmol) hydroxylammonium chloride, 3.2 μl pyridine are added. Stirring for 2 h at room temperature. The reaction mixture is added to 50 ml water and extracted 3 times with ethyl acetate. After drying and concentration, a deep red amorphous crystal powder was left (HPLC clean). The reactants are C(CCCC)C(CBr)=CC1=C(C=C(C=C1)Cl)Cl (2-n-Pentyl-3-(2,4-dichlorophenyl)-allyl bromide), N1CCCC1 (pyrrolidine), crude product. Run in C(Cl)(Cl)Cl (CHCl3). Run at temperature 150 celsius. The product is C(CCCC)C(CN1CCCC1)=CC1=C(C=C(C=C1)Cl)Cl (N-[2-n-Pentyl-3-(2,4-dichlorophenyl)-prop-2-en-1-yl]-pyrrolidine). The yield is 39.1%. RXN SMILES: [CH2:1]([C:6](=[CH:9][C:10]1[CH:15]=[CH:14][C:13]([Cl:16])=[CH:12][C:11]=1[Cl:17])[CH2:7]Br)[CH2:2][CH2:3][CH2:4][CH3:5].[NH:18]1[CH2:22][CH2:21][CH2:20][CH2:19]1>C(Cl)(Cl)Cl>[CH2:1]([C:6](=[CH:9][C:10]1[CH:15]=[CH:14][C:13]([Cl:16])=[CH:12][C:11]=1[Cl:17])[CH2:7][N:18]1[CH2:22][CH2:21][CH2:20][CH2:19]1)[CH2:2][CH2:3][CH2:4][CH3:5]. Reported procedure: A mixture of 50 g of (III) and 31.7 g of pyrrolidine was heated for 5 hours at 150° C. in an oil bath. The crude product was cooled, and dissolved in CHCl3, and the solution was washed with dilute NaOH and then several times with water. The organic phase was dried over Na2SO4 and concentrated. Distillation of the residue gave 19 g of (IV) of boiling point 148°-150° C./0.1 mbar. Starting materials: NC1=C(C=CC=C1)SCC(C(=O)O)C1=CC(=C(C=C1)OC)OC (α-[(2-amino phenyl thio)-methyl]-3,4-dimethoxy benzeneacetic acid), C(Cl)Cl (methylene chloride), Cl.C(C)N=C=NCCCN(C)C (1-ethyl-3-(3-dimethylamino propyl) carbodiimide hydrochloride). Solvent: C(C)N(CC)CC (triethylamine). Product: COC=1C=C(C=CC1OC)C1CSC2=C(NC1=O)C=CC=C2 (2,3-dihydro-3-(3,4-dimethoxy phenyl)-1,5-benzothiazepin-4(5H)-one). The yield is 90.6%. RXN SMILES: [NH2:1][C:2]1[CH:7]=[CH:6][CH:5]=[CH:4][C:3]=1[S:8][CH2:9][CH:10]([C:14]1[CH:19]=[CH:18][C:17]([O:20][CH3:21])=[C:16]([O:22][CH3:23])[CH:15]=1)[C:11](O)=[O:12].C(Cl)Cl.Cl.C(N=C=NCCCN(C)C)C>C(N(CC)CC)C>[CH3:23][O:22][C:16]1[CH:15]=[C:14]([CH:10]2[C:11](=[O:12])[NH:1][C:2]3[CH:7]=[CH:6][CH:5]=[CH:4][C:3]=3[S:8][CH2:9]2)[CH:19]=[CH:18][C:17]=1[O:20][CH3:21] |f:2.3|. Procedure details: A solution of 9.1 g of the product of Step C, 180 ml of methylene chloride, 6.25 g of 1-ethyl-3-(3-dimethylamino propyl) carbodiimide hydrochloride and 9 ml of triethylamine was stirred for 90 minutes at ambient temperature and the methylene chloride was evaporated off. The residue was taken up in 90 ml of ethyl acetate and after separation, 7.8 g of the expected product were obtained melting at 174° C. An analytical sample was obtained by crystallization of 200 mg of crude product from 10 ml of... Reaction SMILES: [Cl:1][C:2]1[CH:3]=[C:4]([CH:6]=[CH:7][C:8]=1[F:9])[NH2:5].[CH:10](O)=[O:11]>>[Cl:1][C:2]1[CH:3]=[C:4]([NH:5][CH:10]=[O:11])[CH:6]=[CH:7][C:8]=1[F:9]. Conditions: temperature 106 celsius. Reported procedure: A mixture of 100 g of 3-chloro-4-fluoroaniline and 400 ml of 97% formic acid was refluxed (106° C.) for three hours. The mixture then was poured into ice water and the resulting mixture was filtered. The solid was washed with water and dried to give N-(3-chloro-4-fluorophenyl)formamide (J. Org. Chem., 26, 2563 (1961)) (1A), as a colorless crystalline solid, mp: 94°-97° C. The product is ClC=1C=C(C=CC1F)NC=O (N-(3-chloro-4-fluorophenyl)formamide). Reactants: ClC=1C=C(N)C=CC1F (3-chloro-4-fluoroaniline), C(=O)O (formic acid), ice water. The reactants are CS(=O)(=O)OC(C)C1=CC=C2OCCN3C=C(N=C3C2=C1)C1=NC=NN1C(C)C (1-{4-[1-(propan-2-yl)-1H-1,2,4-triazol-5-yl]-9-oxa-3,6-diazatricyclo[8.4.0.02,6]tetradeca1(14),2,4,10,12-pentaen-13-yl}ethyl methanesulfonate), C(C)(C)(C)N1CCNCC1 (1-tert-butylpiperazine). The solvent is O1CCOCC1 (1,4-dioxane). Conditions: temperature 90 celsius, time 16 hour. Yields the product C(C)(C)(C)N1CCN(CC1)C(C)C=1C=CC2=C(C=3N(CCO2)C=C(N3)C3=NC=NN3C(C)C)C1 (racemic 10-(1-(4-tert-butylpiperazin-1-yl)ethyl)-2-(1-isopropyl-1H-1,2,4-triazol-5-yl)-5,6-dihydrobenzo[f]imidazo[1,2-d][1,4]oxazepine). RXN SMILES: CS(O[CH:6]([C:8]1[CH:21]=[C:20]2[C:11]([O:12][CH2:13][CH2:14][N:15]3[C:19]2=[N:18][C:17]([C:22]2[N:26]([CH:27]([CH3:29])[CH3:28])[N:25]=[CH:24][N:23]=2)=[CH:16]3)=[CH:10][CH:9]=1)[CH3:7])(=O)=O.[C:30]([N:34]1[CH2:39][CH2:38][NH:37][CH2:36][CH2:35]1)([CH3:33])([CH3:32])[CH3:31]>O1CCOCC1>[C:30]([N:34]1[CH2:39][CH2:38][N:37]([CH:6]([C:8]2[CH:9]=[CH:10][C:11]3[O:12][CH2:13][CH2:14][N:15]4[CH:16]=[C:17]([C:22]5[N:26]([CH:27]([CH3:29])[CH3:28])[N:25]=[CH:24][N:23]=5)[N:18]=[C:19]4[C:20]=3[CH:21]=2)[CH3:7])[CH2:36][CH2:35]1)([CH3:33])([CH3:32])[CH3:31]. Procedure: A mixture of 1-{4-[1-(propan-2-yl)-1H-1,2,4-triazol-5-yl]-9-oxa-3,6-diazatricyclo[8.4.0.02,6]tetradeca1(14),2,4,10,12-pentaen-13-yl}ethyl methanesulfonate from Example 146 (140 mg, 0.340 mmol) and 1-tert-butylpiperazine (238 mg, 1.70 mmol) in 1,4-dioxane (4 mL) was stirred at 90° C. for 16 h under nitrogen atmosphere. After concentration, the residue was purified by reverse phase Combiflash eluting with a 0-50% gradient of CH3CN in 0.3% NH4HCO3 to give racemic 10-(1-(4-tert-butylpiperazin-1-yl)e... The reactants are N#Cc1ccc(CBr)cc1, CCOCC, [Na+], CN(C)C=O, O, O, O, O, O, O, [O-]c1cccc(OCc2ccc3ccccc3n2)c1. Yields the product N#Cc1ccc(COc2cccc(OCc3ccc4ccccc4n3)c2)cc1. Reaction SMILES: [C:26](#[N:27])[c:28]1[cH:29][cH:30][c:31]([CH2:32][Br:33])[cH:34][cH:35]1.[CH3:37][CH2:38][O:39][CH2:40][CH3:41].[Na+:25].[O:42]=[CH:43][N:44]([CH3:45])[CH3:46].[OH2:1].[OH2:2].[OH2:36].[OH2:3].[OH2:4].[OH2:5].[n:6]1[c:7]([CH2:16][O:17][c:18]2[cH:19][c:20]([O-:21])[cH:22][cH:23][cH:24]2)[cH:8][cH:9][c:10]2[cH:11][cH:12][cH:13][cH:14][c:15]12>>[n:6]1[c:7]([CH2:16][O:17][c:18]2[cH:19][c:20]([O:21][CH2:32][c:31]3[cH:30][cH:29][c:28]([C:26]#[N:27])[cH:35][cH:34]3)[cH:22][cH:23][cH:24]2)[cH:8][cH:9][c:10]2[cH:11][cH:12][cH:13][cH:14][c:15]12.